Dataset: the Open Reaction Database (ORD), a public repository of structured organic reaction records. Task: describe an organic reaction: reactants, conditions, products, and yield Starting materials: poly(2-ethyl-6-methyl-1,4-phenylene ether), ( A ), C(CC)C1=C2C(=CC(=C1)O2)CCC (2,6-dipropyl-1,4-phenylene ether), poly(2,6-dimethyl-1,4-phenylene ether), poly(2-methyl-6-propyl-1,4-phenylene ether), C(C)C1=C2C(=CC(=C1)O2)CC (2,6-diethyl-1,4-phenylene ether). The product is CC1=C(C(=CC=C1)C)O.CC1=C(C(=CC=C1C)C)O (2,6-dimethylphenol 2,3,6-trimethylphenol), CC1=C(C(=CC=C1)C)O.C(C)C1=C(C(=CC=C1CC)CC)O (2,6-dimethylphenol 2,3,6-triethylphenol), C(C)C1=C(C(=CC=C1)CC)O.CC1=C(C(=CC=C1C)C)O (2,6-diethylphenol 2,3,6-trimethylphenol), C(CC)C1=C(C(=CC=C1)CCC)O.CC1=C(C(=CC=C1C)C)O (2,6-dipropylphenol 2,3,6-trimethylphenol). RXN SMILES: [CH2:1]([C:3]1[CH:8]=[C:7]2[O:9][C:4]=1[C:5]([CH2:10][CH3:11])=[CH:6]2)[CH3:2].[CH2:12]([C:15]1[CH:20]=[C:19]2[O:21][C:16]=1[C:17]([CH2:22][CH2:23][CH3:24])=[CH:18]2)[CH2:13][CH3:14]>>[CH3:1][C:3]1[CH:8]=[CH:7][CH:6]=[C:5]([CH3:10])[C:4]=1[OH:9].[CH3:22][C:17]1[C:18]([CH3:1])=[CH:19][CH:20]=[C:15]([CH3:12])[C:16]=1[OH:21].[CH3:1][C:3]1[CH:8]=[CH:7][CH:6]=[C:5]([CH3:10])[C:4]=1[OH:9].[CH2:1]([C:3]1[C:8]([CH2:12][CH3:13])=[CH:7][CH:6]=[C:5]([CH2:10][CH3:11])[C:4]=1[OH:9])[CH3:2].[CH2:12]([C:15]1[CH:20]=[CH:19][CH:18]=[C:17]([CH2:22][CH3:23])[C:16]=1[OH:21])[CH3:13].[CH3:10][C:5]1[C:6]([CH3:12])=[CH:7][CH:8]=[C:3]([CH3:1])[C:4]=1[OH:9].[CH2:22]([C:17]1[CH:18]=[CH:19][CH:20]=[C:15]([CH2:12][CH2:13][CH3:14])[C:16]=1[OH:21])[CH2:23][CH3:24].[CH3:10][C:5]1[C:6]([CH3:12])=[CH:7][CH:8]=[C:3]([CH3:1])[C:4]=1[OH:9] |f:2.3,4.5,6.7,8.9|. Procedure details: Specific examples of PPE (A) may include poly(2,6-dimethyl-1,4-phenylene ether), poly (2,6-diethyl-1,4-phenylene ether), poly (2,6-dipropyl-1,4-phenylene ether), poly(2-ethyl-6-methyl-1,4-phenylene ether), poly(2-methyl-6-propyl-1,4-phenylene ether), a 2,6-dimethylphenol/2,3,6-trimethylphenol copolymer, a 2,6-dimethylphenol/2,3,6-triethylphenol copolymer, a 2,6-diethylphenol/2,3,6-trimethylphenol copolymer, a 2,6-dipropylphenol/2,3,6-trimethylphenol copolymer, a graft copolymer obtained by subje... The reactants are ClCCl, OCc1cccnc1Cl, O=S(Cl)Cl. The product is ClCc1cccnc1Cl. As a reaction SMILES: [Cl:14][CH2:15][Cl:16].[Cl:1][c:2]1[n:3][cH:4][cH:5][cH:6][c:7]1[CH2:8][OH:9].[S:10]([Cl:11])([Cl:12])=[O:13]>>[Cl:1][c:2]1[n:3][cH:4][cH:5][cH:6][c:7]1[CH2:8][Cl:12]. Reactants: CC=1NC(=C(N1)C)C=1C=C(C(=O)O)C=CC1C (3-(2,4-dimethyl-1H-imidazol-5-yl)-4-methylbenzoic acid), C(#N)C=1N=C(NC1C=1C(=CC(=C(C(=O)OC)C1)C)C)C1(COC1)C (methyl 5-(4-cyano-2-(3-methyloxetan-3-yl)-1H-imidazol-5-yl)-2,4-dimethylbenzoate), C(#N)C=1N=C(NC1C=1C(=CC(=C(C(=O)OC)C1)C)C)C1(COC1)C (methyl 5-(4-cyano-2-(3-methyloxetan-3-yl)-1H-imidazol-5-yl)-2,4-dimethylbenzoate), CC=1NC(=C(N1)C)C=1C=C(C(=O)OC)C=CC1C (methyl 3-(2,4-dimethyl-1H-imidazol-5-yl)-4-methylbenzoate). Yields the product C(#N)C=1N=C(NC1C=1C(=CC(=C(C(=O)O)C1)C)C)C1(COC1)C (5-(4-Cyano-2-(3-methyloxetan-3-yl)-1H-imidazol-5-yl)-2,4-dimethylbenzoic acid). RXN SMILES: CC1NC(C2C=C(C=CC=2C)C(O)=O)=C(C)N=1.[C:18]([C:20]1[N:21]=[C:22]([C:37]2([CH3:41])[CH2:40][O:39][CH2:38]2)[NH:23][C:24]=1[C:25]1[C:26]([CH3:36])=[CH:27][C:28]([CH3:35])=[C:29]([CH:34]=1)[C:30]([O:32]C)=[O:31])#[N:19].CC1NC(C2C=C(C=CC=2C)C(OC)=O)=C(C)N=1>>[C:18]([C:20]1[N:21]=[C:22]([C:37]2([CH3:41])[CH2:40][O:39][CH2:38]2)[NH:23][C:24]=1[C:25]1[C:26]([CH3:36])=[CH:27][C:28]([CH3:35])=[C:29]([CH:34]=1)[C:30]([OH:32])=[O:31])#[N:19]. Procedure details: The title compound was prepared using standard chemical manipulations and procedures similar to those used for the preparation of compound 5.7, except methyl 5-(4-cyano-2-(3-methyloxetan-3-yl)-1H-imidazol-5-yl)-2,4-dimethylbenzoate (compound 203.1) was used in place of methyl 3-(2,4-dimethyl-1H-imidazol-5-yl)-4-methylbenzoate (compound 5.6). m/z (ES+) 312 (M+H)+. Starting materials: [N-]=[N+]=[N-].[Na+] (Sodium azide), [Cl-].[NH4+] (ammonium chloride), FC=1C=C(C=CC1F)C1OC1 (2-(3,4-difluorophenyl)oxirane), C(C)(=O)OCC.CCCCCC (ethyl acetate hexane). Solvent: CO (methanol), O (water). Reaction conditions: temperature 80 celsius, time 8 hour. Product: N(=[N+]=[N-])CC(O)C1=CC(=C(C=C1)F)F (2-azido-1-(3,4-difluorophenyl)ethanol). Reaction SMILES: [N-:1]=[N+:2]=[N-:3].[Na+].[Cl-].[NH4+].[F:7][C:8]1[CH:9]=[C:10]([CH:15]2[CH2:17][O:16]2)[CH:11]=[CH:12][C:13]=1[F:14].C(OCC)(=O)C.CCCCCC>CO.O>[N:1]([CH2:17][CH:15]([C:10]1[CH:11]=[CH:12][C:13]([F:14])=[C:8]([F:7])[CH:9]=1)[OH:16])=[N+:2]=[N-:3] |f:0.1,2.3,5.6|. Procedure: Sodium azide (625 mg, 9.6 mmol) followed by ammonium chloride (514 mg, 9.6 mmol) were added to a solution of 2-(3,4-difluorophenyl)oxirane (1 g, 6.4 mmol) in methanol (10 mL) and water (2.5 mL). After stirring at 80° C. overnight, the reaction mixture was concentrated to give a residue. The residue was partitioned between water and ethyl acetate. The organic phase was washed with brine, dried (sodium sulfate) and concentrated to give a residue. Chromatography of the residue over silica gel eluti... Reactants: FC(C(=O)O)(F)F (trifluoroacetic acid), C1(CCCC1)C(C(=O)OC(C)(C)C)C1=CC=C(C=C1)CN1C(C2=CC=CC=C2C1=O)=O (tert-butyl(+/−)-2-cyclopentyl-2-(4-((1,3-dioxoisoindolin-2-yl)methyl)-phenyl)acetate), O (Water). Run in ClCCl (dichloromethane). Conditions: time 2 hour. The product is C1(CCCC1)C(C(=O)O)C1=CC=C(C=C1)CN1C(C2=CC=CC=C2C1=O)=O ((+/−)-2-Cyclopentyl-2-(4-((1,3-dioxoisoindolin-2-yl)methyl)phenyl)acetic acid). RXN SMILES: [CH:1]1([CH:6]([C:14]2[CH:19]=[CH:18][C:17]([CH2:20][N:21]3[C:29](=[O:30])[C:28]4[C:23](=[CH:24][CH:25]=[CH:26][CH:27]=4)[C:22]3=[O:31])=[CH:16][CH:15]=2)[C:7]([O:9]C(C)(C)C)=[O:8])[CH2:5][CH2:4][CH2:3][CH2:2]1.FC(F)(F)C(O)=O.O>ClCCl>[CH:1]1([CH:6]([C:14]2[CH:19]=[CH:18][C:17]([CH2:20][N:21]3[C:22](=[O:31])[C:23]4[C:28](=[CH:27][CH:26]=[CH:25][CH:24]=4)[C:29]3=[O:30])=[CH:16][CH:15]=2)[C:7]([OH:9])=[O:8])[CH2:2][CH2:3][CH2:4][CH2:5]1. Procedure: 8.5 g (20.26 mmol) of tert-butyl(+/−)-2-cyclopentyl-2-(4-((1,3-dioxoisoindolin-2-yl)methyl)-phenyl)acetate were initially charged in 95 ml of dichloromethane, 31.2 ml (405.2 mmol) of trifluoroacetic acid were added and the mixture was stirred at room temperature for 2 h. Water (250 ml) was then added, and the reaction mixture was extracted with dichloromethane. The organic phase was washed with water, dried over magnesium sulfate and concentrated. This gave 6.98 g (95% of theory) of the target c...